Dataset: the Open Reaction Database (ORD), a public repository of structured organic reaction records. Task: describe an organic reaction: reactants, conditions, products, and yield Reaction SMILES: [Cl:1][CH:2]([C:11]1[CH:16]=[CH:15][C:14]([C:17]#[N:18])=[CH:13][CH:12]=1)[CH2:3][CH2:4][CH2:5][C:6]1[N:7]=[CH:8][NH:9][CH:10]=1>C(Cl)(Cl)Cl>[ClH:1].[C:17]([C:14]1[CH:15]=[CH:16][C:11]([CH:2]2[N:7]3[CH:8]=[N:9][CH:10]=[C:6]3[CH2:5][CH2:4][CH2:3]2)=[CH:12][CH:13]=1)#[N:18] |f:2.3|. Solvent: C(Cl)(Cl)Cl (chloroform). Product: Cl.C(#N)C1=CC=C(C=C1)C1CCCC=2N1C=NC2 (5-(p-Cyanophenyl)-5,6,7,8-tetrahydroimidazo[1,5-a]-pyridine hydrochloride). Procedure details: A solution of 2.0 g of 4-[4-chloro-4-(p-cyanophenyl)-n-butyl]-1H-imidazole in 50 ml of chloroform is refluxed for 4 h under nitrogen, cooled and evaporated to yield the title compound. Starting materials: ClC(CCCC=1N=CNC1)C1=CC=C(C=C1)C#N (4-[4-chloro-4-(p-cyanophenyl)-n-butyl]-1H-imidazole). Reactants: C1CCNC1, O=C(Cl)Cl, CCOc1cc(C(C)(C)C)ncc1C1=NC(C)(c2ccc(Cl)cc2)C(C)(c2ccc(Cl)cc2)N1C(=O)N1CCC(N)CC1. The product is CCOc1cc(C(C)(C)C)ncc1C1=NC(C)(c2ccc(Cl)cc2)C(C)(c2ccc(Cl)cc2)N1C(=O)N1CCC(NC(=O)N2CCCC2)CC1. RXN SMILES: [CH2:48]1[CH2:49][CH2:50][NH:51][CH2:52]1.[Cl:44][C:45]([Cl:46])=[O:47].[NH2:1][CH:2]1[CH2:3][CH2:4][N:5]([C:8](=[O:9])[N:10]2[C:11]([c:31]3[cH:32][n:33][c:34]([C:40]([CH3:41])([CH3:42])[CH3:43])[cH:35][c:36]3[O:37][CH2:38][CH3:39])=[N:12][C:13]([CH3:23])([c:24]3[cH:25][cH:26][c:27]([Cl:30])[cH:28][cH:29]3)[C:14]2([CH3:15])[c:16]2[cH:17][cH:18][c:19]([Cl:22])[cH:20][cH:21]2)[CH2:6][CH2:7]1>>[NH:1]([CH:2]1[CH2:3][CH2:4][N:5]([C:8](=[O:9])[N:10]2[C:11]([c:31]3[cH:32][n:33][c:34]([C:40]([CH3:41])([CH3:42])[CH3:43])[cH:35][c:36]3[O:37][CH2:38][CH3:39])=[N:12][C:13]([CH3:23])([c:24]3[cH:25][cH:26][c:27]([Cl:30])[cH:28][cH:29]3)[C:14]2([CH3:15])[c:16]2[cH:17][cH:18][c:19]([Cl:22])[cH:20][cH:21]2)[CH2:6][CH2:7]1)[C:45](=[O:47])[N:51]1[CH2:50][CH2:49][CH2:48][CH2:52]1.